From a dataset of the Open Reaction Database (ORD), a public repository of structured organic reaction records. describe an organic reaction: reactants, conditions, products, and yield Reactants: CI, CC[O-], CCO, CC1CCC(C(C)C)C(S)C1, [Na+]. Yields the product CSC1CC(C)CCC1C(C)C. As a reaction SMILES: [CH3:12][I:13].[CH3:15][CH2:16][O-:17].[CH3:18][CH2:19][OH:20].[CH:1]1([CH3:11])[CH2:2][CH:3]([SH:10])[CH:4]([CH:7]([CH3:8])[CH3:9])[CH2:5][CH2:6]1.[Na+:14]>>[CH:1]1([CH3:11])[CH2:2][CH:3]([S:10][CH3:15])[CH:4]([CH:7]([CH3:8])[CH3:9])[CH2:5][CH2:6]1. Starting materials: BrC1=NSC(=N1)C=1C=CC(=C(C#N)C1)CC(C)C (5-(3-bromo-1,2,4-thiadiazol-5-yl)-2-(2-methylpropyl)benzonitrile), C(C)C1=C(C=CC=C1\C=C\OC)B1OC(C(O1)(C)C)(C)C (2-{2-ethyl-3-[(E)-2-(methyloxy)ethenyl]phenyl}-4,4,5,5-tetramethyl-1,3,2-dioxaborolane), P(=O)([O-])([O-])[O-].[K+].[K+].[K+] (tripotassium phosphate). Reagents/catalysts: C=1C=CC(=CC1)[P](C=2C=CC=CC2)(C=3C=CC=CC3)[Pd]([P](C=4C=CC=CC4)(C=5C=CC=CC5)C=6C=CC=CC6)([P](C=7C=CC=CC7)(C=8C=CC=CC8)C=9C=CC=CC9)[P](C=1C=CC=CC1)(C=1C=CC=CC1)C=1C=CC=CC1 (Pd(Ph3P)4). Run in CN(C=O)C (N,N-dimethylformamide), O (water), C(C)(=O)OCC (ethyl acetate). Conditions: temperature 120 celsius. Yields the product C(C)C1=C(C=CC=C1\C=C\OC)C1=NSC(=N1)C=1C=CC(=C(C#N)C1)CC(C)C (5-(3-{2-ethyl-3-[(E)-2-(methyloxy)ethenyl]phenyl}-1,2,4-thiadiazol-5-yl)-2-(2-methylpropyl)benzonitrile). Yield: 79.8%. As a reaction SMILES: Br[C:2]1[N:6]=[C:5]([C:7]2[CH:8]=[CH:9][C:10]([CH2:15][CH:16]([CH3:18])[CH3:17])=[C:11]([CH:14]=2)[C:12]#[N:13])[S:4][N:3]=1.[CH2:19]([C:21]1[C:26](/[CH:27]=[CH:28]/[O:29][CH3:30])=[CH:25][CH:24]=[CH:23][C:22]=1B1OC(C)(C)C(C)(C)O1)[CH3:20].P([O-])([O-])([O-])=O.[K+].[K+].[K+]>CN(C)C=O.O.C(OCC)(=O)C.C1C=CC([P]([Pd]([P](C2C=CC=CC=2)(C2C=CC=CC=2)C2C=CC=CC=2)([P](C2C=CC=CC=2)(C2C=CC=CC=2)C2C=CC=CC=2)[P](C2C=CC=CC=2)(C2C=CC=CC=2)C2C=CC=CC=2)(C2C=CC=CC=2)C2C=CC=CC=2)=CC=1>[CH2:19]([C:21]1[C:26](/[CH:27]=[CH:28]/[O:29][CH3:30])=[CH:25][CH:24]=[CH:23][C:22]=1[C:2]1[N:6]=[C:5]([C:7]2[CH:8]=[CH:9][C:10]([CH2:15][CH:16]([CH3:18])[CH3:17])=[C:11]([CH:14]=2)[C:12]#[N:13])[S:4][N:3]=1)[CH3:20] |f:2.3.4.5,^1:63,65,84,103|. Procedure: To a solution of 5-(3-bromo-1,2,4-thiadiazol-5-yl)-2-(2-methylpropyl)benzonitrile (D60) (500 mg), 2-{2-ethyl-3-[(E)-2-(methyloxy)ethenyl]phenyl}-4,4,5,5-tetramethyl-1,3,2-dioxaborolane (470 mg) and tripotassium phosphate (988 mg) in N,N-dimethylformamide (DMF) (6 mL) and water (1.5 mL) stirred under nitrogen was added Pd(Ph3P)4 (179 mg). The mixture was sealed and heated under microwave at 120° C. for 15 min. After cooling the reaction, the mixture was diluted with ethyl acetate, washed with wat... The reactants are COC=1C=C(C=CC1OC)C1=NCCC2=CC=CC=C12 (1-(3,4-dimethoxyphenyl) 3,4-dihydroisoquinoline), Cl (hydrochloride). Reagents/catalysts: [Pd] (Pd/C). Run in CCOCC (ether), C1CCCC2=CC=CC=C12 (tetralin). Run at time 3 hour. Yields the product Cl.COC=1C=C(C=CC1OC)C1=NC=CC2=CC=CC=C12 (1-(3,4-dimethoxyphenyl) isoquinoline hydrochloride). Isolated yield 23.0%. RXN SMILES: [CH3:1][O:2][C:3]1[CH:4]=[C:5]([C:11]2[C:20]3[C:15](=[CH:16][CH:17]=[CH:18][CH:19]=3)[CH2:14][CH2:13][N:12]=2)[CH:6]=[CH:7][C:8]=1[O:9][CH3:10].[ClH:21]>C1C2C(=CC=CC=2)CCC1.CCOCC.[Pd]>[ClH:21].[CH3:1][O:2][C:3]1[CH:4]=[C:5]([C:11]2[C:20]3[C:15](=[CH:16][CH:17]=[CH:18][CH:19]=3)[CH:14]=[CH:13][N:12]=2)[CH:6]=[CH:7][C:8]=1[O:9][CH3:10] |f:5.6|. Procedure details: A sample of 1-(3,4-dimethoxyphenyl) 3,4-dihydroisoquinoline (A2) from 3.0 g of the hydrochloride (9.9 mmol) was boiled with 10% Pd/C (240 mg) in tetralin (30 ml). After 3 h the reaction was complete by tlc and the cooled mixture was diluted with ether and the catalyst was filtered. The filtrate was treated with HCl gas and the precipitated hydrochloride was collected by filtration. Recrystallization from CH2Cl2 /i-PrOH afforded 700 mg (23%) of pure 1-(3,4-dimethoxyphenyl) isoquinoline hydrochlor...